This data is from the Open Reaction Database (ORD), a public repository of structured organic reaction records. The task is: describe an organic reaction: reactants, conditions, products, and yield Starting materials: O=Cc1cc(O)c(Br)cc1Br, O=C([O-])[O-], O=[N+]([O-])c1ccc(F)c(F)c1, [K+], [K+], CN(C)C=O. Product: O=Cc1cc(Oc2ccc([N+](=O)[O-])cc2F)c(Br)cc1Br. As a reaction SMILES: [Br:1][c:2]1[c:3]([CH:4]=[O:5])[cH:6][c:7]([OH:11])[c:8]([Br:10])[cH:9]1.[C:23](=[O:24])([O-:25])[O-:26].[F:12][c:13]1[c:14]([F:22])[cH:15][c:16]([N+:19](=[O:20])[O-:21])[cH:17][cH:18]1.[K+:27].[K+:28].[O:29]=[CH:30][N:31]([CH3:32])[CH3:33]>>[Br:1][c:2]1[c:3]([CH:4]=[O:5])[cH:6][c:7]([O:11][c:13]2[c:14]([F:22])[cH:15][c:16]([N+:19](=[O:20])[O-:21])[cH:17][cH:18]2)[c:8]([Br:10])[cH:9]1. As a reaction SMILES: [CH3:1][O:2][C:3]1[CH:4]=[C:5]2[C:9](=[CH:10][C:11]=1[O:12][CH3:13])[N:8]([CH3:14])[CH:7]=[C:6]2[C:15]1[N:36](S(C2C=CC(C)=CC=2)(=O)=O)[C:18]2=[N:19][CH:20]=[CH:21][C:22]([CH2:23][NH:24][C:25]3[CH:30]=[CH:29][C:28]([S:31][C:32]([F:35])([F:34])[F:33])=[CH:27][CH:26]=3)=[C:17]2[CH:16]=1.[OH-].[K+]>>[CH3:1][O:2][C:3]1[CH:4]=[C:5]2[C:9](=[CH:10][C:11]=1[O:12][CH3:13])[N:8]([CH3:14])[CH:7]=[C:6]2[C:15]1[NH:36][C:18]2=[N:19][CH:20]=[CH:21][C:22]([CH2:23][NH:24][C:25]3[CH:30]=[CH:29][C:28]([S:31][C:32]([F:35])([F:33])[F:34])=[CH:27][CH:26]=3)=[C:17]2[CH:16]=1.[C:3]1([N:24]([CH2:23][C:22]2[CH:21]=[CH:20][N:19]=[C:18]3[NH:36][C:15]([C:6]4[C:5]5[C:9](=[CH:10][C:11]([O:12][CH3:13])=[C:3]([O:2][CH3:1])[CH:4]=5)[N:8]([CH3:14])[CH:7]=4)=[CH:16][C:17]=23)[C:25]2[CH:30]=[CH:29][C:28]([S:31][C:32]([F:34])([F:33])[F:35])=[CH:27][CH:26]=2)[CH:4]=[CH:5][CH:9]=[CH:10][CH:11]=1 |f:1.2|. The product is COC=1C=C2C(=CN(C2=CC1OC)C)C1=CC=2C(=NC=CC2CNC2=CC=C(C=C2)SC(F)(F)F)N1 ([2-(5,6-Dimethoxy-1-methyl-1H-indol-3-yl)-1H-pyrrolo[2,3-b]pyrid-4-ylmethyl](4-trifluoromethylsulfanylphenyl)amine), C1(=CC=CC=C1)N(C1=CC=C(C=C1)SC(F)(F)F)CC1=C2C(=NC=C1)NC(=C2)C2=CN(C1=CC(=C(C=C21)OC)OC)C (phenyl[2-(5,6-dimethoxy-1-methyl-1H-indol-3-yl)-1H-pyrrolo[2,3-b]pyrid-4-ylmethyl] (4-trifluoromethylsulfanylphenyl)amine). Procedure details: [2-(5,6-Dimethoxy-1-methyl-1H-indol-3-yl)-1H-pyrrolo[2,3-b]pyrid-4-ylmethyl](4-trifluoromethylsulfanylphenyl)amine is prepared as described in Example 179a starting with 0.08 g of [2-(5,6-dimethoxy-1-methyl-1H-indol-3-yl)-1-(toluene-4-sulfonyl)-1H-pyrrolo[2,3-b]pyrid-4-ylmethyl](4-trifluoromethylsulfanylphenyl)amine instead of the [2-(5,6-dimethoxy-1-methyl-1H-indol-3-yl)-1-(toluene-4-sulfonyl)-1H-pyrrolo[2,3-b]pyrid-4-ylmethyl](4-trifluoromethylsulfanylbenzyl)amine used in Example 179a and 0.53... Reactants: COC=1C=C2C(=CN(C2=CC1OC)C)C1=CC=2C(=NC=CC2CNC2=CC=C(C=C2)SC(F)(F)F)N1S(=O)(=O)C1=CC=C(C=C1)C ([2-(5,6-dimethoxy-1-methyl-1H-indol-3-yl)-1-(toluene-4-sulfonyl)-1H-pyrrolo[2,3-b]pyrid-4-ylmethyl](4-trifluoromethylsulfanylphenyl)amine), [OH-].[K+] (potassium hydroxide). Yield: 288.8%. Starting materials: C(C1=CC=CC=C1)OC=1C(C=C(OC1)CO)=O (5-(benzyloxy)-2-(hydroxymethyl)-4H-pyran-4-one), O=S(Cl)Cl (SOCl2). Run in CCOCC (Et2O), CCOCC (Et2O). Run at time 1 hour. Product: C(C1=CC=CC=C1)OC=1C(C=C(OC1)CCl)=O (5-(benzyloxy)-2-(chloromethyl)-4H-pyran-4-one). As a reaction SMILES: [CH2:1]([O:8][C:9]1[C:10](=[O:17])[CH:11]=[C:12]([CH2:15]O)[O:13][CH:14]=1)[C:2]1[CH:7]=[CH:6][CH:5]=[CH:4][CH:3]=1.O=S(Cl)[Cl:20]>CCOCC>[CH2:1]([O:8][C:9]1[C:10](=[O:17])[CH:11]=[C:12]([CH2:15][Cl:20])[O:13][CH:14]=1)[C:2]1[CH:7]=[CH:6][CH:5]=[CH:4][CH:3]=1. Procedure: To a suspension of 5-(benzyloxy)-2-(hydroxymethyl)-4H-pyran-4-one (18.5 g, 80 mmol) in Et2O (130 mL) was added SOCl2 (18 mL, 110 mmol) at r.t. and the mixture was stirred for 1 h. The reaction mixture was poured onto ice-water and more Et2O was added. Then the Et2O phase was collected and water phase was extracted by Et2O twice, the combined Et2O layer was washed with brine, dried over Na2SO4, and concentrated. The residue was purified by silica gel chromatography to give 5-(benzyloxy)-2-(chloro... Starting materials: [N+](=O)([O-])C=1C=C(C=CC1)[C@@H]1N([C@H](CC1)C1=CC(=CC=C1)[N+](=O)[O-])C1=CC=C(C=C1)C(F)(F)F ((2R,5R)-2,5-bis(3-nitrophenyl)-1-(4-(trifluoromethyl)phenyl)pyrrolidine). The solvent is CO.ClCCl (methanol dichloromethane). The product is FC(C1=CC=C(C=C1)N1[C@H](CC[C@@H]1C=1C=C(N)C=CC1)C=1C=C(N)C=CC1)(F)F (3,3′-((2R,5R)-1-(4-(trifluoromethyl)phenyl)pyrrolidine-2,5-diyl)dianiline). As a reaction SMILES: [N+:1]([C:4]1[CH:5]=[C:6]([C@H:10]2[CH2:14][CH2:13][C@H:12]([C:15]3[CH:20]=[CH:19][CH:18]=[C:17]([N+:21]([O-])=O)[CH:16]=3)[N:11]2[C:24]2[CH:29]=[CH:28][C:27]([C:30]([F:33])([F:32])[F:31])=[CH:26][CH:25]=2)[CH:7]=[CH:8][CH:9]=1)([O-])=O>CO.ClCCl>[F:33][C:30]([F:31])([F:32])[C:27]1[CH:26]=[CH:25][C:24]([N:11]2[C@@H:12]([C:15]3[CH:16]=[C:17]([CH:18]=[CH:19][CH:20]=3)[NH2:21])[CH2:13][CH2:14][C@@H:10]2[C:6]2[CH:5]=[C:4]([CH:9]=[CH:8][CH:7]=2)[NH2:1])=[CH:29][CH:28]=1 |f:1.2|. Reported procedure: The product from Example 205B was processed using the method described in Example 55E. The title compound was isolated by flash chromatography (silica gel, methanol/dichloromethane). MS (ESI) m/z 398 (M+H)+, 396 (M−H)+. The reactants are C1CCNCC1, CCO, N#Cc1n[nH]c2cc(C=O)ccc12, O=C1Cc2ccccc2N1. Product: N#Cc1n[nH]c2cc(C=C3C(=O)Nc4ccccc43)ccc12. Reaction SMILES: [CH2:24]1[CH2:25][CH2:26][NH:27][CH2:28][CH2:29]1.[CH3:30][CH2:31][OH:32].[CH:1](=[O:2])[c:3]1[cH:4][cH:5][c:6]2[c:7]([C:12]#[N:13])[n:8][nH:9][c:10]2[cH:11]1.[NH:14]1[C:15](=[O:23])[CH2:16][c:17]2[cH:18][cH:19][cH:20][cH:21][c:22]21>>[CH:1]([c:3]1[cH:4][cH:5][c:6]2[c:7]([C:12]#[N:13])[n:8][nH:9][c:10]2[cH:11]1)=[C:16]1[C:15](=[O:23])[NH:14][c:22]2[c:17]1[cH:18][cH:19][cH:20][cH:21]2. The reactants are CCOc1cc([N+](=O)[O-])ccc1OC, CO. Yields the product CCOc1cc(N)ccc1OC. Reaction SMILES: [CH2:1]([CH3:2])[O:3][c:4]1[c:5]([O:13][CH3:14])[cH:6][cH:7][c:8]([N+:10]([O-:11])=[O:12])[cH:9]1.[CH3:15][OH:16]>>[CH2:1]([CH3:2])[O:3][c:4]1[c:5]([O:13][CH3:14])[cH:6][cH:7][c:8]([NH2:10])[cH:9]1. Starting materials: NC1=NC(=CC(=N1)Cl)Cl (2-Amino-4,6-dichloro pyrimidine), FC(C(O)C1=C(C=CC=C1)N1N=C(C=C1)C1=CC=CC=C1)(F)F (2,2,2-trifluoro-1-[2-(3-phenyl-pyrazol-1-yl)-phenyl]-ethanol), [H-].[Na+] (NaH). Run in C1CCOC1 (THF). Conditions: temperature 42.5 celsius, time 6 hour. The product is ClC1=NC(=NC(=C1)OC(C(F)(F)F)C1=C(C=CC=C1)N1N=C(C=C1)C1=CC=CC=C1)N (4-chloro-6-{2,2,2-trifluoro-1-[2-(3-phenyl-pyrazol-1-yl)-phenyl]-ethoxy]-pyrimidin-2-ylamine). Isolated yield 112.2%. RXN SMILES: [NH2:1][C:2]1[N:7]=[C:6]([Cl:8])[CH:5]=[C:4](Cl)[N:3]=1.[F:10][C:11]([F:32])([F:31])[CH:12]([C:14]1[CH:19]=[CH:18][CH:17]=[CH:16][C:15]=1[N:20]1[CH:24]=[CH:23][C:22]([C:25]2[CH:30]=[CH:29][CH:28]=[CH:27][CH:26]=2)=[N:21]1)[OH:13].[H-].[Na+]>C1COCC1>[Cl:8][C:6]1[CH:5]=[C:4]([O:13][CH:12]([C:14]2[CH:19]=[CH:18][CH:17]=[CH:16][C:15]=2[N:20]2[CH:24]=[CH:23][C:22]([C:25]3[CH:30]=[CH:29][CH:28]=[CH:27][CH:26]=3)=[N:21]2)[C:11]([F:10])([F:32])[F:31])[N:3]=[C:2]([NH2:1])[N:7]=1 |f:2.3|. Reported procedure: 2-Amino-4,6-dichloro pyrimidine (0.041 g, 0.25 mmol), 2,2,2-trifluoro-1-[2-(3-phenyl-pyrazol-1-yl)-phenyl]-ethanol (0.070 g, 0.22 mmol), and NaH (0.012 g, 0.31 mmol) were added to anhydrous THF (7 ml) under nitrogen atmosphere. The reaction was stirred at 40-45° C. for 6 h, and then cooled to room temperature, and quenched with water (0.04 ml). The reaction mixture was concentrated to give crude 4-chloro-6-{2,2,2-trifluoro-1-[2-(3-phenyl-pyrazol-1-yl)-phenyl]-ethoxy]-pyrimidin-2-ylamine (0.110 g... The reactants are CI (methyl iodide), O1CCCC1 (tetrahydrofuran), O1CCN(CC1)CC1=C2C[C@H]3N(C[C@H](C[C@@H]3C=3C=CC=C(N1)C32)N)CCC (2-morpholinomethyl-6-n-propyl-8alpha-ergolinylamine), [Na] (sodium), C(C)(C)OC(C)C (diisopropyl ether). Solvent: CO (methanol), CO (methanol). Reaction conditions: time 20 hour. Yields the product COCC1=C2C[C@H]3N(C[C@H](C[C@@H]3C=3C=CC=C(N1)C32)NC=O)CCC (N-(2-Methoxymethyl-6-n-propyl-8alpha-ergolinyl)-formamide). As a reaction SMILES: O1CCN(CC2[NH:22][C:21]3[C:23]4C=2C[C@@H:11]2[C@@H:16]([C:17]=4[CH:18]=[CH:19][CH:20]=3)[CH2:15][C@H:14]([NH2:24])[CH2:13][N:12]2[CH2:25][CH2:26][CH3:27])CC1.[CH3:28]I.[CH:30]([O:33]C(C)C)(C)C.[Na].[O:38]1[CH2:42][CH2:41][CH2:40][CH2:39]1>CO>[CH3:28][O:38][CH2:42][C:41]1[NH:22][C:21]2[C:23]3[C:40]=1[CH2:39][C@@H:11]1[C@@H:16]([C:17]=3[CH:18]=[CH:19][CH:20]=2)[CH2:15][C@H:14]([NH:24][CH:30]=[O:33])[CH2:13][N:12]1[CH2:25][CH2:26][CH3:27] |^1:36|. Procedure details: 1.1 g of 2-morpholinomethyl-6-n-propyl-8alpha-ergolinylamine (3 mmol) is formylated as described in example 4, then mixed, in 50 ml of tetrahydrofuran, with 2 ml of methyl iodide and stirred for 20 hours at room temperature. Then it is cooled in an ice bath and mixed with diisopropyl ether for completion of the crystallization. The crystals are isolated and dissolved in 30 ml of methanol. At the same time, a methylate solution, in which the solution of the quartenary salt is instilled at 0° C., ... Reactants: polyethlene glycol di(meth)acrylate, CC(C)(C1=CC=C(C=C1)OCC(COC(=O)C=C)O)C2=CC=C(C=C2)OCC(COC(=O)C=C)O (bisphenol A diglycidyl ether diacrylate), dipentaerythritol penta(meth)acrylate, tetramethylolmethane tri(meth)acrylate, C(C(=C)C)(=O)[O-] (methacrylate), tetramethylolmethane tetra(meth)acrylate, C(C=C)(=O)[O-] (acrylate), di(meth)acrylate, ethylenic, α, β-unsaturated carboxylic acids, trimethylolpropane triglycidyl ether triacrylate, trimethylolpropane tri(meth)acrylate, trimethylolpropane di(meth)acrylate, dipentaerythritol hexa(meth)acrylate, α, β-unsaturated carboxylic acids, polyhydric alcohols, ( 1 ), tetraethylene glycol di(meth)acrylate. The product is carboxylic acids, C1(C=2C(C(=O)O1)=CC=CC2)=O (phthalic anhydride). RXN SMILES: [C:1]([O-:6])(=[O:5])[C:2]([CH3:4])=[CH2:3].[C:7]([O-])(=O)[CH:8]=[CH2:9].CC(C1C=CC(OCC(O)COC(C=C)=O)=CC=1)(C1C=C[C:18]([O:21]CC(O)COC(C=C)=O)=CC=1)C>>[C:18]1(=[O:21])[O:6][C:1](=[O:5])[C:2]2=[CH:4][CH:7]=[CH:8][CH:9]=[C:3]12. Procedure details: As the compound having a boiling point of 100° C. or higher at atmospheric pressure and at least one kind of ethylenic unsaturated group (component (1)) which is used in the photopolymerizable composition of this invention, there are exemplified, for example, compounds obtained by adding α, β-unsaturated carboxylic acids to polyhydric alcohols, such as tetraethylene glycol di(meth)acrylate (the term "di(meth)acrylate" means methacrylate or acrylate; hereinafter the same applied), polyethlene gly...